Dataset: the Open Reaction Database (ORD), a public repository of structured organic reaction records. Task: describe an organic reaction: reactants, conditions, products, and yield The reactants are BrCCCCC(=O)OCC1=CC=CC=C1 (benzyl 5-bromopentanoate), C(=O)(OCC1=CC=CC=C1)NCC(CCC(=O)[O-])=O.[Cs+] (caesium 5-(Cbz-amino)-4-oxopentanoate). Yields the product C(=O)(OCC1=CC=CC=C1)NCC(CCC(=O)OCCCCC(=O)OCC1=CC=CC=C1)=O (4-(benzyloxycarbonyl)butyl 5-(Cbz-amino)-4-oxopentanoate). RXN SMILES: Br[CH2:2][CH2:3][CH2:4][CH2:5][C:6]([O:8][CH2:9][C:10]1[CH:15]=[CH:14][CH:13]=[CH:12][CH:11]=1)=[O:7].[C:16]([NH:26][CH2:27][C:28](=[O:34])[CH2:29][CH2:30][C:31]([O-:33])=[O:32])([O:18][CH2:19][C:20]1[CH:25]=[CH:24][CH:23]=[CH:22][CH:21]=1)=[O:17].[Cs+]>>[C:16]([NH:26][CH2:27][C:28](=[O:34])[CH2:29][CH2:30][C:31]([O:33][CH2:2][CH2:3][CH2:4][CH2:5][C:6]([O:8][CH2:9][C:10]1[CH:15]=[CH:14][CH:13]=[CH:12][CH:11]=1)=[O:7])=[O:32])([O:18][CH2:19][C:20]1[CH:25]=[CH:24][CH:23]=[CH:22][CH:21]=1)=[O:17] |f:1.2|. Procedure details: This compound was prepared from the products of 8a (0.73 g; 2.7 mmol) and 8b (1.0 g; 2.5 mmol) according to Procedure C. The crude product was purified on a 75×45 mm silica gel 60 column eluted with ethyl acetate-hexane (1:1) (1000 mL) collecting 13×50 mL fractions. Fractions containing the product (5-8) were collected, and after evaporation 0.82 g (72%) product was obtained (yellowish solid, mp 53-56° C.). Starting materials: COC1=CC=CC=2OC(C3=C(C21)C=CC(=C3)CS(=O)(=O)N)OC ((1,6-dimethoxy-6H-dibenzo(b,d)pyran-8-yl)methanesulfonamide), B(F)(F)F.CCOCC (boron trifluoride etherate), [Br-].C(C)OC(CC[Zn+])=O (3-ethoxy-3-oxopropylzinc bromide), C(=O)(O)[O-].[Na+] (NaHCO3). The solvent is ClCCl (dichloromethane). Conditions: temperature -10 celsius. The product is COC1=CC=CC=2OC(C3=C(C21)C=CC(=C3)CS(=O)(=O)N)CCC(=O)OCC ((1-methoxy-6-(2-carboethoxyethyl)-6H-dibenzo(b,d)pyran-8-yl)methanesulfonamide). As a reaction SMILES: [CH3:1][O:2][C:3]1[C:12]2[C:11]3[CH:13]=[CH:14][C:15]([CH2:17][S:18]([NH2:21])(=[O:20])=[O:19])=[CH:16][C:10]=3[CH:9](OC)[O:8][C:7]=2[CH:6]=[CH:5][CH:4]=1.B(F)(F)F.CCOCC.[Br-].[CH2:34]([O:36][C:37](=[O:41])[CH2:38][CH2:39][Zn+])[CH3:35].C([O-])(O)=O.[Na+]>ClCCl>[CH3:1][O:2][C:3]1[C:12]2[C:11]3[CH:13]=[CH:14][C:15]([CH2:17][S:18]([NH2:21])(=[O:19])=[O:20])=[CH:16][C:10]=3[CH:9]([CH2:39][CH2:38][C:37]([O:36][CH2:34][CH3:35])=[O:41])[O:8][C:7]=2[CH:6]=[CH:5][CH:4]=1 |f:1.2,3.4,5.6|. Reported procedure: A solution of the compound of Example 46A (33 mg, 0.1 mmol) in dichloromethane (10 mL) at −15° C. was treated dropwise with boron trifluoride etherate (38 μL, 0.3 mmol) and 3-ethoxy-3-oxopropylzinc bromide (660 μL, 0.33 mmol), warmed to −10° C. for 15 minutes and treated with saturated NaHCO3 (4 mL) to provide two layers. The layers were separated, and the aqueous layer was extracted with dichloromethane. The extract was dried (Na2SO4), filtered, and concentrated. The concentrate was purified by...